Dataset: the Open Reaction Database (ORD), a public repository of structured organic reaction records. Task: describe an organic reaction: reactants, conditions, products, and yield Starting materials: C(C1=CC=CC=C1)[C@@H]1N(C(OC1)=O)C(CC1=CC=CC=C1)=O ((S)-4-benzyl-3-phenylacetyl-2-oxazolidinone), [Cl-].[NH4+] (ammonium chloride), C[Si](C)(C)[N-][Si](C)(C)C.[Na+] (sodium bis(trimethylsilyl)amide), C(C=C)I (allyl iodide). Solvent: C(C)(=O)OCC.CCCCCC (ethyl acetate hexane), O1CCCC1 (tetrahydrofuran). Reaction conditions: time 25 minute. Yields the product C(C1=CC=CC=C1)[C@@H]1N(C(OC1)=O)C(C(CC=C)C1=CC=CC=C1)=O ((S)-4-benzyl-3-(2-phenylpent-4-enoyl)-2-oxazolidinone). Reaction SMILES: [CH2:1]([C@H:8]1[CH2:12][O:11][C:10](=[O:13])[N:9]1[C:14](=[O:22])[CH2:15][C:16]1[CH:21]=[CH:20][CH:19]=[CH:18][CH:17]=1)[C:2]1[CH:7]=[CH:6][CH:5]=[CH:4][CH:3]=1.C[Si]([N-][Si](C)(C)C)(C)C.[Na+].[CH2:33](I)[CH:34]=[CH2:35].[Cl-].[NH4+]>C(OCC)(=O)C.CCCCCC.O1CCCC1>[CH2:1]([C@H:8]1[CH2:12][O:11][C:10](=[O:13])[N:9]1[C:14](=[O:22])[CH:15]([C:16]1[CH:17]=[CH:18][CH:19]=[CH:20][CH:21]=1)[CH2:35][CH:34]=[CH2:33])[C:2]1[CH:3]=[CH:4][CH:5]=[CH:6][CH:7]=1 |f:1.2,4.5,6.7|. Procedure: Combine (S)-4-benzyl-3-phenylacetyl-2-oxazolidinone (14.13 g, 47.9 mmol) and tetrahydrofuran (150 mL). Cool in a dry-ice/acetone bath. Add dropwise a solution of sodium bis(trimethylsilyl)amide (52.6 mL, 1.0 M in tetrahydrofuran, 52.6 mmol). After 25 minutes, add allyl iodide (13.12 mL, 143.5 mmol) and then replace the bath with a dry-ice/carbon tetrachloride bath. After 1 hour, quench the reaction by the addition of a saturated aqueous ammonium chloride solution, extract with diethyl ether, and... Reactants: solution, Cl (HCl), C(CCCCCCCCCCC)C1=NOC(=C1)CC1=CC=CC=C1 (3-dodecyl-5-(phenylmethyl)isoxazole), COC1=C(C(=CC(=C1)OC)OC)N=C=O (2,4,6-trimethoxyphenyl isocyanate), CCOCC (ether). Solvent: C(CCC)[Li] (n-butyl lithium), hexanes, O1CCCC1 (tetrahydrofuran), O1CCCC1 (tetrahydrofuran). Run at time 45 minute. Product: C(CCCCCCCCCCC)C1=NOC(=C1)C(C(=O)NC1=C(C=C(C=C1OC)OC)OC)C1=CC=CC=C1 ((±)-3-Dodecyl-α-phenyl-N-(2,4,6-trimethoxyphenyl) -5-isoxazole acetamide). As a reaction SMILES: [CH2:1]([C:13]1[CH:17]=[C:16]([CH2:18][C:19]2[CH:24]=[CH:23][CH:22]=[CH:21][CH:20]=2)[O:15][N:14]=1)[CH2:2][CH2:3][CH2:4][CH2:5][CH2:6][CH2:7][CH2:8][CH2:9][CH2:10][CH2:11][CH3:12].[CH3:25][O:26][C:27]1[CH:32]=[C:31]([O:33][CH3:34])[CH:30]=[C:29]([O:35][CH3:36])[C:28]=1[N:37]=[C:38]=[O:39].Cl.CCOCC>O1CCCC1.C([Li])CCC>[CH2:1]([C:13]1[CH:17]=[C:16]([CH:18]([C:19]2[CH:20]=[CH:21][CH:22]=[CH:23][CH:24]=2)[C:38]([NH:37][C:28]2[C:29]([O:35][CH3:36])=[CH:30][C:31]([O:33][CH3:34])=[CH:32][C:27]=2[O:26][CH3:25])=[O:39])[O:15][N:14]=1)[CH2:2][CH2:3][CH2:4][CH2:5][CH2:6][CH2:7][CH2:8][CH2:9][CH2:10][CH2:11][CH3:12]. Procedure details: A stirred room temperature solution of 3-dodecyl-5-(phenylmethyl)isoxazole (38.3 g, 0.117 mol) in tetrahydrofuran (600 mL) was cooled to -78° C. under nitrogen. To the resulting precipitate was added dropwise a 2.01M solution (58 mL, 0.12 mol) in n-butyl lithium in hexanes over 10 minutes. The mixture was stirred for 1.25 hours before a solution of 2,4,6-trimethoxyphenyl isocyanate (24.43 g, 0.1168 mol) in tetrahydrofuran (350 mL) was added dropwise over 30 minutes. The mixture was stirred for 4... Reactants: COC1=CC=C(C=C1)C=1C=2C=NNC2CCC1 (4-(4-Methoxyphenyl)-6,7-dihydro-1H-indazole), C1CCOC1 (THF). The reagents and catalysts are [Pd] (Pd/C). Run in CCO (EtOH). Reaction conditions: time 4 hour. Yields the product COC1=CC=C(C=C1)C1C=2C=NNC2CCC1 ((+/−)-4-(4-Methoxyphenyl)-4,5,6,7-tetrahydro-1H-indazole). Yield: 85.5%. Reaction SMILES: [CH3:1][O:2][C:3]1[CH:8]=[CH:7][C:6]([C:9]2[C:10]3[CH:11]=[N:12][NH:13][C:14]=3[CH2:15][CH2:16][CH:17]=2)=[CH:5][CH:4]=1.C1COCC1>CCO.[Pd]>[CH3:1][O:2][C:3]1[CH:4]=[CH:5][C:6]([CH:9]2[CH2:17][CH2:16][CH2:15][C:14]3[NH:13][N:12]=[CH:11][C:10]2=3)=[CH:7][CH:8]=1. Procedure details: 4-(4-Methoxyphenyl)-6,7-dihydro-1H-indazole (0.141 g, 0.62 mmol) is dissolved in EtOH (10 mL) and THF (4 mL) and 5% Pd/C (0.090 g) is added. The mixture is stirred under hydrogen (40 psi) for 4 hrs. The mixture is filtered through diatomaceous earth and the filtrate is evaporated to dryness. The residue is purified by silica gel chromatography eluting with 98:2 CH2Cl2:MeOH to give the title compound (0.121 g, 85%). ES/MS m/z 229 (M+1). Yields the product BrC=1N(C2=NC(=NC(=C2N1)N)OCCCC)CC=1C=NC(=CC1)Cl (8-Bromo-2-butoxy-9-(6-chloro-3-pyridylmethyl)adenine), crystal. Reaction SMILES: [Br:1]Br.C([O-])(=O)C.[Na+].[CH2:8]([O:12][C:13]1[N:21]=[C:20]2[C:16]([N:17]=[CH:18][N:19]2[CH2:22][C:23]2[CH:24]=[N:25][C:26]([Cl:29])=[CH:27][CH:28]=2)=[C:15]([NH2:30])[N:14]=1)[CH2:9][CH2:10][CH3:11]>C(O)(=O)C>[Br:1][C:18]1[N:19]([CH2:22][C:23]2[CH:24]=[N:25][C:26]([Cl:29])=[CH:27][CH:28]=2)[C:20]2[C:16]([N:17]=1)=[C:15]([NH2:30])[N:14]=[C:13]([O:12][CH2:8][CH2:9][CH2:10][CH3:11])[N:21]=2 |f:1.2|. The solvent is C(C)(=O)O (acetic acid). Starting materials: BrBr (Bromine), C(CCC)OC1=NC(=C2N=CN(C2=N1)CC=1C=NC(=CC1)Cl)N (2-butoxy-9-(6-chloro-3-pyridylmethyl)adenine), C(C)(=O)[O-].[Na+] (sodium acetate). Yield: 62.0%. Procedure: Potassium carbonate (2.85 g, 20.6 mmol) and 2-chloro-5-chloromethylpyridine (3.33 g, 20.6 mmol) were added to the DMF solution (125 ml) of 2-butoxyadenine (2.60 g, 12.5 mmol) obtained in Reference Example 1. The resultant was stirred while heating at 80° C. for 2.5 hours. The reaction solution was concentrated under reduced pressure, water (100 ml) was added thereto, and the resultant was neutralized with 1N hydrochloric acid. The precipitated solid was collected by filtration. The resulting sol... Reactants: C=CCn1c(=S)[nH]c2c(c1=O)C1(CCCCC1)Cc1ccccc1-2, COc1ccc(CBr)cc1, CCO, [K+], [OH-], O. Product: C=CCn1c(SCc2ccc(OC)cc2)nc2c(c1=O)C1(CCCCC1)Cc1ccccc1-2. RXN SMILES: [CH2:1]([CH:2]=[CH2:3])[n:4]1[c:5](=[S:24])[nH:6][c:7]2[c:12]([c:13]1=[O:14])[C:11]1([CH2:10][c:9]3[c:8]-2[cH:23][cH:22][cH:21][cH:20]3)[CH2:15][CH2:16][CH2:17][CH2:18][CH2:19]1.[CH3:25][O:26][c:27]1[cH:28][cH:29][c:30]([CH2:31][Br:32])[cH:33][cH:34]1.[CH3:38][CH2:39][OH:40].[K+:36].[OH-:35].[OH2:37]>>[CH2:1]([CH:2]=[CH2:3])[n:4]1[c:5]([S:24][CH2:31][c:30]2[cH:29][cH:28][c:27]([O:26][CH3:25])[cH:34][cH:33]2)[n:6][c:7]2[c:12]([c:13]1=[O:14])[C:11]1([CH2:10][c:9]3[c:8]-2[cH:23][cH:22][cH:21][cH:20]3)[CH2:15][CH2:16][CH2:17][CH2:18][CH2:19]1. Starting materials: ClC=1C=C(C(=O)OO)C=CC1 (m-chloroperoxybenzoic acid), CC1(OC(=C(C1=O)C1=CC(=CC=C1)F)C1=CC(=C(C=C1)SC)F)C ((2,2-dimethyl)-5-{3-fluoro-4-(methylthio)phenyl}-4-(3-fluorophenyl)-3(2H)-furanone), C([O-])(O)=O.[Na+] (sodium bicarbonate). Run in ClCCl (dichloromethane). Yields the product CC1(OC(=C(C1=O)C1=CC(=CC=C1)F)C1=CC(=C(C=C1)S(=O)C)F)C (2,2-dimethyl-5-{3-fluoro-4-(methylsulfinyl)phenyl}-4-(3-fluorophenyl)-3(2H)-furanone). Isolated yield 95.6%. As a reaction SMILES: [CH3:1][C:2]1([CH3:24])[C:6](=[O:7])[C:5]([C:8]2[CH:13]=[CH:12][CH:11]=[C:10]([F:14])[CH:9]=2)=[C:4]([C:15]2[CH:20]=[CH:19][C:18]([S:21][CH3:22])=[C:17]([F:23])[CH:16]=2)[O:3]1.ClC1C=C(C=CC=1)C(OO)=[O:30].C(=O)(O)[O-].[Na+]>ClCCl>[CH3:1][C:2]1([CH3:24])[C:6](=[O:7])[C:5]([C:8]2[CH:13]=[CH:12][CH:11]=[C:10]([F:14])[CH:9]=2)=[C:4]([C:15]2[CH:20]=[CH:19][C:18]([S:21]([CH3:22])=[O:30])=[C:17]([F:23])[CH:16]=2)[O:3]1 |f:2.3|. Reported procedure: To a stirred solution of (2,2-dimethyl)-5-{3-fluoro-4-(methylthio)phenyl}-4-(3-fluorophenyl)-3(2H)-furanone (1.6 g) in 50 ml dichloromethane, which was prepared by a procedure similar to the procedure employed for Example 264, 1.25 g of m-chloroperoxybenzoic acid at 0° C. The reaction solution was stirred for one and half hours at the temperature, after which 30 ml 5% aqueous sodium bicarbonate was added and the solution was stirred for another 10 minutes. Then the reaction mixture was concentra... The reactants are C(C)OC(=O)C1=CNC2=NC(=CC=C2C1=O)C (7-Methyl-4-oxo-1,4-dihydro-[1,8]naphthyridine-3-carboxylic acid ethyl ester), O=P(Cl)(Cl)Cl (POCl3). Yields the product C(C)OC(=O)C=1C=NC2=NC(=CC=C2C1Cl)C (4-Chloro-7-methyl-[1,8]naphthyridine-3-carboxylic acid ethyl ester). Yield: 57.0%. As a reaction SMILES: [CH2:1]([O:3][C:4]([C:6]1[C:15](=O)[C:14]2[C:9](=[N:10][C:11]([CH3:17])=[CH:12][CH:13]=2)[NH:8][CH:7]=1)=[O:5])[CH3:2].O=P(Cl)(Cl)[Cl:20]>>[CH2:1]([O:3][C:4]([C:6]1[CH:7]=[N:8][C:9]2[C:14]([C:15]=1[Cl:20])=[CH:13][CH:12]=[C:11]([CH3:17])[N:10]=2)=[O:5])[CH3:2]. Reported procedure: The product from Example 7b (1.0 g, 4.30 mmol) was reacted with 12 mL of POCl3 for 4 h following the procedure from Example 7d giving the title compound as a brownish-pink solid (619 mg, 57%).